This data is from the Open Reaction Database (ORD), a public repository of structured organic reaction records. The task is: describe an organic reaction: reactants, conditions, products, and yield The reactants are CCO, O=C(O)C=Cc1nccs1. Product: O=C(O)CCc1nccs1. Reaction SMILES: [CH3:11][CH2:12][OH:13].[s:1]1[c:2]([CH:6]=[CH:7][C:8](=[O:9])[OH:10])[n:3][cH:4][cH:5]1>>[s:1]1[c:2]([CH2:6][CH2:7][C:8](=[O:9])[OH:10])[n:3][cH:4][cH:5]1.